From a dataset of the Open Reaction Database (ORD), a public repository of structured organic reaction records. describe an organic reaction: reactants, conditions, products, and yield Starting materials: Cl (HCl), solution, C1(=CC=CC=C1)[Mg]Br (phenyl magnesium bromide), N1=C2C(=CC=C1)C(=O)OC2=O (2,3-pyridinedicarboxylic anhydride), C1CCOC1 (THF), crude material, OS(=O)(=O)O (H2SO4). The solvent is CO (methanol), ClCCl (dichloromethane). Conditions: temperature 21 celsius, time 8 hour. Yields the product C(C1=CC=CC=C1)(=O)C1=C(C(=O)OC)C=CC=N1 (methyl 2-benzoylnicotinate). Isolated yield 26.0%. As a reaction SMILES: [N:1]1[CH:6]=[CH:5][CH:4]=[C:3]2[C:7]([O:9][C:10](=[O:11])[C:2]=12)=[O:8].[C:12]1([Mg]Br)[CH:17]=[CH:16][CH:15]=[CH:14][CH:13]=1.Cl.OS(O)(=O)=O.[CH2:26]1COCC1>CO.ClCCl>[C:10]([C:2]1[N:1]=[CH:6][CH:5]=[CH:4][C:3]=1[C:7]([O:9][CH3:26])=[O:8])(=[O:11])[C:12]1[CH:17]=[CH:16][CH:15]=[CH:14][CH:13]=1. Procedure: To a suspension of 29.84 grams 2,3-pyridinedicarboxylic anhydride in 300 ml THF under an atmosphere of dry nitrogen was added dropwise 200 ml of a 1.0M solution of phenyl magnesium bromide at -78° C. After two hours the reaction mixture was warmed to 21° C. and stirred overnight. The mixture was then refluxed for 24 hours, cooled, treated with 220 ml 1N HCl, stirred one hour, and transferred to separatory funnel. The THF layer was dried over magnesium sulfate, filtered and concentrated under vac... Starting materials: N1(C(CCC1=O)=O)Cl, n1c(c(ccc1Cl)Br)C. The reagents and catalysts are c1ccc(cc1)-c2c3ccccc3cc4ccccc24 (9-Phenylanthracene), C(N=NC(C#N)(C)C)(C#N)(C)C (AIBN). The solvent is C1=CC=C(C=C1)Cl (Chlorobenzene). Conditions: temperature 60 celsius, time 18 hour. Product: ClCc1nc(Cl)ccc1Br. Reaction SMILES: [Cl:1]N1C(=O)CCC1=O.[CH3:2][c:3]1[c:9]([Br:10])[cH:8][cH:7][c:5]([Cl:6])[n:4]1>>[Cl:1][CH2:2][c:3]1[c:9]([Br:10])[cH:8][cH:7][c:5]([Cl:6])[n:4]1. Reactants: [BH4-], CCCCCCCCCCCCNC(=O)C(C)N, CO, O=Cc1ccccc1O, [Na+], [Na+], [OH-]. Product: CCCCCCCCCCCCN(Cc1ccccc1O)C(=O)C(C)N. RXN SMILES: [BH4-:30].[CH2:1]([CH2:2][CH2:3][CH2:4][CH2:5][CH2:6][CH2:7][CH2:8][CH2:9][CH2:10][CH2:11][CH3:12])[NH:13][C:14]([CH:15]([NH2:16])[CH3:17])=[O:18].[CH3:32][OH:33].[CH:21](=[O:22])[c:23]1[cH:24][cH:25][cH:26][cH:27][c:28]1[OH:29].[Na+:20].[Na+:31].[OH-:19]>>[CH2:1]([CH2:2][CH2:3][CH2:4][CH2:5][CH2:6][CH2:7][CH2:8][CH2:9][CH2:10][CH2:11][CH3:12])[N:13]([C:14]([CH:15]([NH2:16])[CH3:17])=[O:18])[CH2:21][c:23]1[cH:24][cH:25][cH:26][cH:27][c:28]1[OH:29]. Procedure details: 2-Isopropylphenol was reacted with methyl iodide in the presence of potassium carbonate to yield 1-isopropyl-2-methoxybenzene, which in turn was reacted with the solution of unisolated intermediate (CF3CO2)3 I described above to form the bis-[3-isopropyl-4-methoxyphenyl] iodonium salt in 40-70% yield. The bis-[3-isopropyl-4-methoxyphenyl] iodonium salt precipitated as a gummy solid, making purification impracticable and contributing to the unpredictability of the yield. Reaction SMILES: [CH:1]([C:4]1[CH:9]=[CH:8][CH:7]=[CH:6][C:5]=1[OH:10])([CH3:3])[CH3:2].CI.[C:13](=O)([O-])[O-].[K+].[K+]>>[CH:1]([C:4]1[CH:9]=[CH:8][CH:7]=[CH:6][C:5]=1[O:10][CH3:13])([CH3:3])[CH3:2] |f:2.3.4|. Product: C(C)(C)C1=C(C=CC=C1)OC (1-isopropyl-2-methoxybenzene). The reactants are C(C)(C)C1=C(C=CC=C1)O (2-Isopropylphenol), CI (methyl iodide), C([O-])([O-])=O.[K+].[K+] (potassium carbonate). Reactants: C(C(F)(F)Cl)(F)(F)F (CFC-115), C(C(F)(F)Cl)(F)(F)F (CFC-115), Cl (HCl), Cl (HCl), Cl (HCl), C(C(F)(F)Cl)(F)(F)F (CFC-115), C(C(F)(F)F)(F)F (HFC-125), C(C(F)(F)Cl)(F)(F)F (CFC-115), C(C(F)(F)F)(F)F (HFC-125), C(C(F)(F)F)(F)F (HFC-125). The product is C(F)F (HFC-32), C(C(F)(F)F)(F)F (HFC-125). As a reaction SMILES: C(F)(F)(F)[C:2](Cl)([F:4])[F:3].[CH:9]([F:15])([F:14])[C:10]([F:13])([F:12])[F:11].Cl>>[CH2:2]([F:4])[F:3].[CH:9]([F:15])([F:14])[C:10]([F:13])([F:12])[F:11]. Procedure: The presence of hydrogen chloride (HCl) in a HFC-125/CFC-115 containing stream further increases the difficulty of separating CFC-115 from HFC-125 compared to instances when HCl is not present. When a CFC-115/HFC-125 mixture also contains HCl, HFC-32 can be employed as an extractant in an extractive distillation that permits efficiently separating HFC-125 from CFC-115 and HCl. Extractive distillation can be employed when the components of a mixture may have differing volatilities; but, such a di...